Dataset: the Open Reaction Database (ORD), a public repository of structured organic reaction records. Task: describe an organic reaction: reactants, conditions, products, and yield Starting materials: FC1=CC=C(C=C1)N1N=CC2=CC(=CC=C12)C1(CCOCC1)O (4-(1-(4-fluorophenyl)-1H-indazol-5-yl)tetrahydro-2H-pyran-4-ol), COC(=C(C)C)O[Si](C)(C)C (1-methoxy-2-methyl-1-(trimethylsiloxy)propene). The reagents and catalysts are Cl[Ti](Cl)(Cl)Cl (TiCl4). Run in ClCCCl (DCE). Yields the product FC1=CC=C(C=C1)N1N=CC2=CC(=CC=C12)C1(CCOCC1)C(C(=O)OC)(C)C (methyl 2-(4-(1-(4-fluorophenyl)-1H-indazol-5-yl)tetrahydro-2H-pyran-4-yl)-2-methylpropanoate). Isolated yield 97.7%. RXN SMILES: [F:1][C:2]1[CH:7]=[CH:6][C:5]([N:8]2[C:16]3[C:11](=[CH:12][C:13]([C:17]4(O)[CH2:22][CH2:21][O:20][CH2:19][CH2:18]4)=[CH:14][CH:15]=3)[CH:10]=[N:9]2)=[CH:4][CH:3]=1.[CH3:24][O:25][C:26]([O:30][Si](C)(C)C)=[C:27]([CH3:29])[CH3:28]>ClCCCl.Cl[Ti](Cl)(Cl)Cl>[F:1][C:2]1[CH:7]=[CH:6][C:5]([N:8]2[C:16]3[C:11](=[CH:12][C:13]([C:17]4([C:27]([CH3:29])([CH3:28])[C:26]([O:25][CH3:24])=[O:30])[CH2:22][CH2:21][O:20][CH2:19][CH2:18]4)=[CH:14][CH:15]=3)[CH:10]=[N:9]2)=[CH:4][CH:3]=1. Procedure details: To 4-(1-(4-fluorophenyl)-1H-indazol-5-yl)tetrahydro-2H-pyran-4-ol (125 mg, 0.40 mmol) in 5 mL of DCE was added TiCl4 (0.44 mmol; 0.44 mL of 1 M solution in DCM). A precipitate immediately formed. The reaction was concentrated in vacuo to approx 1 mL volume and treated with 1-methoxy-2-methyl-1-(trimethylsiloxy)propene (0.23 mL, 1.2 mmol) and the reaction became homogeneous and was complete. The reaction was quenched with NaHCO3, extracted 4× EtOAc, and combined organic layers were dried over MgS...